describe an organic reaction: reactants, conditions, products, and yield From a dataset of the Open Reaction Database (ORD), a public repository of structured organic reaction records. Starting materials: CCCC[Sn](CCCC)(CCCC)c1ccc(C2OCCO2)o1, COc1cc(Nc2c(C#N)cnc3cc(I)ccc23)c(Cl)cc1Cl, C1COCCO1, Cl[Pd]Cl, c1ccc(P(c2ccccc2)c2ccccc2)cc1, c1ccc(P(c2ccccc2)c2ccccc2)cc1. Yields the product COc1cc(Nc2c(C#N)cnc3cc(-c4ccc(C5OCCO5)o4)ccc23)c(Cl)cc1Cl. RXN SMILES: [CH2:25]([Sn:26]([CH2:27][CH2:28][CH2:29][CH3:40])([c:30]1[o:31][c:32]([CH:35]2[O:36][CH2:37][CH2:38][O:39]2)[cH:33][cH:34]1)[CH2:41][CH2:42][CH2:43][CH3:44])[CH2:45][CH2:46][CH3:47].[Cl:1][c:2]1[c:3]([NH:4][c:5]2[c:6]([C:16]#[N:17])[cH:7][n:8][c:9]3[cH:10][c:11]([I:15])[cH:12][cH:13][c:14]23)[cH:18][c:19]([O:23][CH3:24])[c:20]([Cl:22])[cH:21]1.[O:48]1[CH2:49][CH2:50][O:51][CH2:52][CH2:53]1.[Pd:54]([Cl:55])[Cl:56].[c:57]1([P:58]([c:59]2[cH:60][cH:61][cH:62][cH:63][cH:64]2)[c:65]2[cH:66][cH:67][cH:68][cH:69][cH:70]2)[cH:71][cH:72][cH:73][cH:74][cH:75]1.[c:76]1([P:77]([c:78]2[cH:79][cH:80][cH:81][cH:82][cH:83]2)[c:84]2[cH:85][cH:86][cH:87][cH:88][cH:89]2)[cH:90][cH:91][cH:92][cH:93][cH:94]1>>[Cl:1][c:2]1[c:3]([NH:4][c:5]2[c:6]([C:16]#[N:17])[cH:7][n:8][c:9]3[cH:10][c:11](-[c:30]4[o:31][c:32]([CH:35]5[O:36][CH2:37][CH2:38][O:39]5)[cH:33][cH:34]4)[cH:12][cH:13][c:14]23)[cH:18][c:19]([O:23][CH3:24])[c:20]([Cl:22])[cH:21]1.